Dataset: the Open Reaction Database (ORD), a public repository of structured organic reaction records. Task: describe an organic reaction: reactants, conditions, products, and yield Starting materials: FC(C1=CC=C(C=C1)C(=O)Cl)(F)F (4-(trifluoromethyl)-1-benzenecarbonyl chloride), FC(C1=CC=C(C=C1)C(=O)Cl)(F)F (4-(Trifluoromethyl)-1-benzenecarbonyl chloride), NC1=C(C=C(C=C1)C1=NN(C2=NC=NC(=C21)N)C2CCN(CC2)C)OC (3-(4-amino-3-methoxyphenyl)-1-(1-methyl-4-piperidyl)-1H-pyrazolo[3,4-d]pyrimidin-4-amine). Solvent: ClCCl (dichloromethane), N1=CC=CC=C1 (pyridine). Run at time 5 minute. Yields the product NC1=C2C(=NC=N1)N(N=C2C2=CC(=C(C=C2)NC(C2=CC=C(C=C2)C(F)(F)F)=O)OC)C2CCN(CC2)C (N1-{4-[4-amino-1-(1-methyl-4-piperidyl)-1H-pyrazolo[3,4-d]pyrimidin-3-yl]-2-methoxyphenyl}-4-(trifluoromethyl)benzamide). The yield is 95.1%. RXN SMILES: [F:1][C:2]([F:13])([F:12])[C:3]1[CH:8]=[CH:7][C:6]([C:9](Cl)=[O:10])=[CH:5][CH:4]=1.[NH2:14][C:15]1[CH:20]=[CH:19][C:18]([C:21]2[C:29]3[C:24](=[N:25][CH:26]=[N:27][C:28]=3[NH2:30])[N:23]([CH:31]3[CH2:36][CH2:35][N:34]([CH3:37])[CH2:33][CH2:32]3)[N:22]=2)=[CH:17][C:16]=1[O:38][CH3:39]>ClCCl.N1C=CC=CC=1>[NH2:30][C:28]1[N:27]=[CH:26][N:25]=[C:24]2[N:23]([CH:31]3[CH2:36][CH2:35][N:34]([CH3:37])[CH2:33][CH2:32]3)[N:22]=[C:21]([C:18]3[CH:19]=[CH:20][C:15]([NH:14][C:9](=[O:10])[C:6]4[CH:7]=[CH:8][C:3]([C:2]([F:13])([F:12])[F:1])=[CH:4][CH:5]=4)=[C:16]([O:38][CH3:39])[CH:17]=3)[C:29]=12. Procedure details: 4-(Trifluoromethyl)-1-benzenecarbonyl chloride (35 mg, 0.170 mmol) in dichloromethane (0.3 mL) was added to a solution of 3-(4-amino-3-methoxyphenyl)-1-(1-methyl-4-piperidyl)-1H-pyrazolo[3,4-d]pyrimidin-4-amine (60 mg, 0.17 mmol) in pyridine (1.2 mL) at 0° C. After 5 minutes, the ice-water bath was removed and the reaction mixture was stirred at room temperature for 1 hours then, more 4-(trifluoromethyl)-1-benzenecarbonyl chloride (18 mg, 0.086 mmol) was added. 2 hours later, the solvent was eva... Yields the product CC(C)(C)OC(=O)N1CCCC1. Reaction SMILES: [C:1]([CH3:2])([CH3:3])([CH3:4])[O:5][C:6](=[O:7])[NH:8][CH2:9][CH2:10][CH2:11][CH2:12][OH:13].[CH3:14][OH:15].[CH3:16][S:17]([CH3:18])=[O:19].[Cl:20][CH2:21][Cl:22]>>[C:1]([CH3:2])([CH3:3])([CH3:4])[O:5][C:6](=[O:7])[N:8]1[CH2:9][CH2:10][CH2:11][CH2:12]1. Reactants: CC(C)(C)OC(=O)NCCCCO, CO, CS(C)=O, ClCCl. Reactants: tetra- or pentahalophenol, C(=C)C(C1=CC=CC=C1)Cl (vinylbenzyl chloride), ClC1=C(C(=C(C(=C1[O-])Cl)Cl)Cl)Cl.[Na+] (sodium pentachlorophenoxide), C(=C)C(C1=CC=CC=C1)Cl (vinylbenzyl chloride), C1 or C2 alkanol, O (water), alkaline earth metal salt, alkali metal. Run in CO (methanol). The product is title compounds, ClC1=C(C(=C(C(=C1C(C=CC1=CC=CC=C1)OC(C1=C(C(=C(C(=C1Cl)Cl)Cl)Cl)Cl)C=CC1=CC=CC=C1)Cl)Cl)Cl)Cl (pentachlorophenylvinylbenzyl ether). Isolated yield 90.0%. RXN SMILES: [CH:1]([CH:3](Cl)[C:4]1[CH:9]=[CH:8][CH:7]=[CH:6][CH:5]=1)=[CH2:2].[OH2:11].[Cl:12][C:13]1[C:18]([O-])=[C:17]([Cl:20])[C:16]([Cl:21])=[C:15]([Cl:22])[C:14]=1[Cl:23].[Na+]>CO>[Cl:12][C:13]1[C:18]([CH:2]([O:11][CH:2]([CH:1]=[CH:3][C:4]2[CH:9]=[CH:8][CH:7]=[CH:6][CH:5]=2)[C:18]2[C:13]([Cl:12])=[C:14]([Cl:23])[C:15]([Cl:22])=[C:16]([Cl:21])[C:17]=2[Cl:20])[CH:1]=[CH:3][C:4]2[CH:9]=[CH:8][CH:7]=[CH:6][CH:5]=2)=[C:17]([Cl:20])[C:16]([Cl:21])=[C:15]([Cl:22])[C:14]=1[Cl:23] |f:2.3|. Reported procedure: The title compounds are prepared in a process comprising contacting an alkali metal or alkaline earth metal salt of a tetra- or pentahalophenol with a vinylbenzyl chloride in a liquid, aqueous solvent containing from about 68 to about 90 weight percent of a C1 or C2 alkanol in a remaining amount of water. The contact of the aforementioned reactants occurs at a pH from about 7 to about 11 and at a temperature less than about 65° C. As an example, sodium pentachlorophenoxide can be reacted with vi... Starting materials: CC1(C)C2CCC1C1C(=O)OC(=O)C12, ClC(Cl)Cl, Nc1ccc(Cl)cc1. The product is CC1(C)C2CCC1C(C(=O)Nc1ccc(Cl)cc1)C2C(=O)O. RXN SMILES: [CH3:1][C:2]1([CH3:14])[CH:3]2[CH:4]3[CH:5]([CH:6]1[CH2:7][CH2:8]2)[C:9](=[O:10])[O:11][C:12]3=[O:13].[CH:23]([Cl:24])([Cl:25])[Cl:26].[NH2:15][c:16]1[cH:17][cH:18][c:19]([Cl:20])[cH:21][cH:22]1>>[CH3:1][C:2]1([CH3:14])[CH:3]2[CH:4]([C:12]([OH:11])=[O:13])[CH:5]([C:9](=[O:10])[NH:15][c:16]3[cH:17][cH:18][c:19]([Cl:20])[cH:21][cH:22]3)[CH:6]1[CH2:7][CH2:8]2. Reactants: NC=1NC(=C(C1C#N)C)C=1C=NC=CC1 (2-Amino-3-cyano-4-methyl-5-(3-pyridyl)pyrrole), C(#N)C(=C(C(C)Br)C1=CC=CC=C1)C#N (1,1-Dicyano-2-phenyl-2-(1-bromoethyl)ethylene), Cl.CO (HCl methanol). Run in CO (methanol). Product: Cl.NC=1NC(=C(C1C#N)C)C=1C=NC=CC1 (2-Amino-3-cyano-4-methyl-5-(3-pyridyl)pyrrole hydrochloride). RXN SMILES: [NH2:1][C:2]1[NH:3][C:4]([C:10]2[CH:11]=[N:12][CH:13]=[CH:14][CH:15]=2)=[C:5]([CH3:9])[C:6]=1[C:7]#[N:8].C(C(C#N)=C(C1C=CC=CC=1)C(Br)C)#N.[ClH:31].CO>CO>[ClH:31].[NH2:1][C:2]1[NH:3][C:4]([C:10]2[CH:11]=[N:12][CH:13]=[CH:14][CH:15]=2)=[C:5]([CH3:9])[C:6]=1[C:7]#[N:8] |f:2.3,5.6|. Procedure: 2-Amino-3-cyano-4-methyl-5-(3-pyridyl)pyrrole (compound No. 8) obtained in the same manner as Example 1 (5.0 g) was dissolved in methanol (220 ml) under heating, followed by addition of 40% HCl-methanol (4 ml) under ice-cooling with stirring. The separated crystals were collected by filtration, washed with methanol (50 ml) twice and diethyl ether (50 ml) 3 times, and air-dried. The crude crystals thus obtained were recrystallized from methanol to provide the title compound as reddish brown cryst... Starting materials: C(C)(C)(C)O[C@H](C(=O)O)C1=C(C2=C(N=C(S2)C2=CC(=NC=C2)N2CC=3N(CC2)C(=NN3)C(F)(F)F)C=C1C)C1=CC=C(C=C1)Cl ((S)-2-tert-butoxy-2-(7-(4-chlorophenyl)-5-methyl-2-(2-(3-(trifluoromethyl)-5,6-dihydro-[1,2,4]triazolo[4,3-a]pyrazin-7(8H)-yl)pyridin-4-yl)benzo[d]thiazol-6-yl)acetic acid), Cl.N=1N=CN2C1CNCC2 (5,6,7,8-tetrahydro-[1,2,4]triazolo[4,3-a]pyrazine hydrochloride). The product is C(C)(C)(C)O[C@H](C(=O)O)C1=C(C2=C(N=C(S2)C2=CC(=NC=C2)N2CC=3N(CC2)C=NN3)C=C1C)C1=CC=C(C=C1)Cl ((S)-2-tert-butoxy-2-(7-(4-chlorophenyl)-2-(2-(5,6-dihydro-[1,2,4]triazolo[4,3-a]pyrazin-7(8H)-yl)pyridin-4-yl)-5-methylbenzo[d]thiazol-6-yl)acetic acid). As a reaction SMILES: [C:1]([O:5][C@@H:6]([C:10]1[C:37]([CH3:38])=[CH:36][C:13]2[N:14]=[C:15]([C:17]3[CH:22]=[CH:21][N:20]=[C:19]([N:23]4[CH2:28][CH2:27][N:26]5[C:29](C(F)(F)F)=[N:30][N:31]=[C:25]5[CH2:24]4)[CH:18]=3)[S:16][C:12]=2[C:11]=1[C:39]1[CH:44]=[CH:43][C:42]([Cl:45])=[CH:41][CH:40]=1)[C:7]([OH:9])=[O:8])([CH3:4])([CH3:3])[CH3:2].Cl.N1N=CN2CCNCC=12>>[C:1]([O:5][C@@H:6]([C:10]1[C:37]([CH3:38])=[CH:36][C:13]2[N:14]=[C:15]([C:17]3[CH:22]=[CH:21][N:20]=[C:19]([N:23]4[CH2:28][CH2:27][N:26]5[CH:29]=[N:30][N:31]=[C:25]5[CH2:24]4)[CH:18]=3)[S:16][C:12]=2[C:11]=1[C:39]1[CH:40]=[CH:41][C:42]([Cl:45])=[CH:43][CH:44]=1)[C:7]([OH:9])=[O:8])([CH3:4])([CH3:2])[CH3:3] |f:1.2|. Procedure details: (S)-2-tert-butoxy-2-(7-(4-chlorophenyl)-2-(2-(5,6-dihydro-[1,2,4]triazolo[4,3-a]pyrazin-7(8H)-yl)pyridin-4-yl)-5-methylbenzo[d]thiazol-6-yl)acetic acid was prepared in a similar manner as (S)-2-tert-butoxy-2-(7-(4-chlorophenyl)-5-methyl-2-(2-(3-(trifluoromethyl)-5,6-dihydro-[1,2,4]triazolo[4,3-a]pyrazin-7(8H)-yl)pyridin-4-yl)benzo[d]thiazol-6-yl)acetic acid except starting with 5,6,7,8-tetrahydro-[1,2,4]triazolo[4,3-a]pyrazine hydrochloride instead of 3-(trifluoromethyl)-5,6,7,8-tetrahydro-[1,2,... The reactants are CS(=O)(=O)c1ccc(Oc2ncnc3c2cnn3C2CCNCC2)cc1, COC(=O)Cl, O=C(O)C(F)(F)F, O. Yields the product COC(=O)N1CCC(n2ncc3c(Oc4ccc(S(C)(=O)=O)cc4)ncnc32)CC1. Reaction SMILES: [CH3:8][S:9](=[O:10])(=[O:11])[c:12]1[cH:13][cH:14][c:15]([O:16][c:17]2[c:18]3[c:19]([n:20][cH:21][n:22]2)[n:23]([CH:26]2[CH2:27][CH2:28][NH:29][CH2:30][CH2:31]2)[n:24][cH:25]3)[cH:32][cH:33]1.[Cl:34][C:35](=[O:36])[O:37][CH3:38].[F:1][C:2]([F:3])([F:4])[C:5]([OH:6])=[O:7].[OH2:39]>>[CH3:8][S:9](=[O:10])(=[O:11])[c:12]1[cH:13][cH:14][c:15]([O:16][c:17]2[c:18]3[c:19]([n:20][cH:21][n:22]2)[n:23]([CH:26]2[CH2:27][CH2:28][N:29]([C:35](=[O:36])[O:37][CH3:38])[CH2:30][CH2:31]2)[n:24][cH:25]3)[cH:32][cH:33]1. The reactants are C([O-])([O-])=O.[Na+].[Na+] (sodium carbonate), Cl (hydrochloric acid), [Cl-].[Na+] (sodium chloride), CC1([C@H]2[C@@H](OC([C@@H]12)=O)O)C ((1R,5S) 6,6-dimethyl-4-(R)-hydroxy-3-oxa-bicyclo (3,1,0) hexane-2-one), [BH4-].[Na+] (sodium borohydride). Solvent: O (water), O (water). Reaction conditions: temperature 0 celsius, time 15 minute. Yields the product CC1([C@H]2COC([C@@H]12)=O)C ((1R,5S) 6,6-dimethyl-3-oxa-bicyclo (3,1,0) hexane-2-one). Yield: 86.0%. RXN SMILES: [CH3:1][C:2]1([CH3:10])[C@H:7]2[C@@H:3]1[C@H:4]([OH:9])[O:5][C:6]2=O.C(=O)([O-])[O-].[Na+].[Na+].[BH4-].[Na+].Cl.[Cl-].[Na+]>O>[CH3:1][C:2]1([CH3:10])[C@H:3]2[C@@H:7]1[CH2:6][O:5][C:4]2=[O:9] |f:1.2.3,4.5,7.8|. Reported procedure: 170.6 g of (1R,5S) 6,6-dimethyl-4-(R)-hydroxy-3-oxa-bicyclo (3,1,0) hexane-2-one were added to 800 ml of water and a solution of 127.2 g of sodium carbonate in 400 ml of water was slowly added thereto at 0° C. The mixture was stirred at 0° C. for 15 minutes and 45.4 g of sodium borohydride were added thereto at 0° C. in small fractions. The mixture was stirred for 4 hours at 0° C. and adjusted to a pH of 2 addition of 2N hydrochloric acid. The mixture was saturated with sodium chloride and stood...